From a dataset of the Open Reaction Database (ORD), a public repository of structured organic reaction records. describe an organic reaction: reactants, conditions, products, and yield RXN SMILES: [CH3:23][N:24]1[CH2:25][CH2:26][NH:27][CH2:28][CH2:29]1.[Cl:1][c:2]1[c:3]([F:22])[cH:4][c:5]2[c:6]([n:7][c:8]3[n:9]([NH:19][CH3:20])[cH:10][c:11]([C:16](=[O:17])[OH:18])[c:12](=[O:15])[c:13]3[cH:14]2)[cH:21]1.[cH:30]1[cH:31][cH:32][n:33][cH:34][cH:35]1>>[c:2]1([N:27]2[CH2:26][CH2:25][N:24]([CH3:23])[CH2:29][CH2:28]2)[c:3]([F:22])[cH:4][c:5]2[c:6]([n:7][c:8]3[n:9]([NH:19][CH3:20])[cH:10][c:11]([C:16](=[O:17])[OH:18])[c:12](=[O:15])[c:13]3[cH:14]2)[cH:21]1. Product: CNn1cc(C(=O)O)c(=O)c2cc3cc(F)c(N4CCN(C)CC4)cc3nc21. The reactants are CN1CCNCC1, CNn1cc(C(=O)O)c(=O)c2cc3cc(F)c(Cl)cc3nc21, c1ccncc1. Starting materials: N#Cc1ccccc1C=O, [Li]CCCC, CC(C)[Si](C(C)C)(C(C)C)n1ncc2cc(I)ccc21, C1CCOC1. The product is CC(C)[Si](C(C)C)(C(C)C)n1ncc2cc(C(O)c3ccccc3C#N)ccc21. As a reaction SMILES: [C:26](#[N:27])[c:28]1[c:29]([CH:30]=[O:31])[cH:32][cH:33][cH:34][cH:35]1.[CH2:21]([Li:22])[CH2:23][CH2:24][CH3:25].[I:1][c:2]1[cH:3][c:4]2[cH:5][n:6][n:7]([Si:11]([CH:12]([CH3:13])[CH3:14])([CH:15]([CH3:16])[CH3:17])[CH:18]([CH3:19])[CH3:20])[c:8]2[cH:9][cH:10]1.[O:36]1[CH2:37][CH2:38][CH2:39][CH2:40]1>>[c:2]1([CH:30]([c:29]2[c:28]([C:26]#[N:27])[cH:35][cH:34][cH:33][cH:32]2)[OH:31])[cH:3][c:4]2[cH:5][n:6][n:7]([Si:11]([CH:12]([CH3:13])[CH3:14])([CH:15]([CH3:16])[CH3:17])[CH:18]([CH3:19])[CH3:20])[c:8]2[cH:9][cH:10]1. Reactants: 4-N,N-dimethylaminopyridine, C(=O)(Cl)Cl (phosgene), CNC=1SC(=NN1)C=1C=NC=C(C1)F (methyl-[5-(5-fluoropyridin-3-yl)-[1,3,4]thiadiazol-2-yl]-amine), CSCCO (2-methylthio ethanol). Solvent: ClC(C)Cl (dichloroethane), C1(=CC=CC=C1)C (toluene), ClC(C)Cl (dichloroethane). Reaction conditions: temperature 0 celsius, time 5 minute. Product: CSCCOC(N(C)C=1SC(=NN1)C=1C=NC=C(C1)F)=O ([5-(5-fluoropyridin-3-yl)-[1,3,4]thiadiazol-2-yl]-methylcarbamic acid 2-methylsulfanyl-ethyl ester). Yield: 108.8%. As a reaction SMILES: [C:1](Cl)(Cl)=[O:2].[CH3:5][NH:6][C:7]1[S:8][C:9]([C:12]2[CH:13]=[N:14][CH:15]=[C:16]([F:18])[CH:17]=2)=[N:10][N:11]=1.[CH3:19][S:20][CH2:21][CH2:22][OH:23]>C1(C)C=CC=CC=1.ClC(Cl)C>[CH3:19][S:20][CH2:21][CH2:22][O:23][C:1](=[O:2])[N:6]([C:7]1[S:8][C:9]([C:12]2[CH:13]=[N:14][CH:15]=[C:16]([F:18])[CH:17]=2)=[N:10][N:11]=1)[CH3:5]. Procedure details: A solution of phosgene (20%, 0.39 mL, 0.8 mmol) in toluene was pipetted at a dropwise rate into a suspension of methyl-[5-(5-fluoropyridin-3-yl)-[1,3,4]thiadiazol-2-yl]-amine (0.15 g, 0.7 mmol) in dichloroethane (10 mL) at 1° C., stirred for 5 minutes and treated with a solution of 4-N,N-dimethylaminopyridine (0.192 g, 1.6 mmol) in dichloroethane (3 mL). The ice bath was removed after 30 minutes. The reaction mixture was stirred at 23° C. for 90 minutes, refluxed under nitrogen for 14 hours, coo...